This data is from the Open Reaction Database (ORD), a public repository of structured organic reaction records. The task is: describe an organic reaction: reactants, conditions, products, and yield Reactants: CS(=O)(=O)OCC1CN(c2ccc(C#N)cc2)C(=O)O1, O=C([O-])[O-], CC#N, [I-], [K+], [K+], [K+], CCOC(=O)C1CCNCC1. Yields the product CCOC(=O)C1CCN(CC2CN(c3ccc(C#N)cc3)C(=O)O2)CC1. Reaction SMILES: [C:1](#[N:2])[c:3]1[cH:4][cH:5][c:6]([N:9]2[C:10](=[O:20])[O:11][CH:12]([CH2:14][O:15][S:16]([CH3:17])(=[O:18])=[O:19])[CH2:13]2)[cH:7][cH:8]1.[C:32](=[O:33])([O-:34])[O-:35].[CH3:40][C:41]#[N:42].[I-:39].[K+:36].[K+:37].[K+:38].[NH:21]1[CH2:22][CH2:23][CH:24]([C:27](=[O:28])[O:29][CH2:30][CH3:31])[CH2:25][CH2:26]1>>[C:1](#[N:2])[c:3]1[cH:4][cH:5][c:6]([N:9]2[C:10](=[O:20])[O:11][CH:12]([CH2:14][N:21]3[CH2:22][CH2:23][CH:24]([C:27](=[O:28])[O:29][CH2:30][CH3:31])[CH2:25][CH2:26]3)[CH2:13]2)[cH:7][cH:8]1.